This data is from the Open Reaction Database (ORD), a public repository of structured organic reaction records. The task is: describe an organic reaction: reactants, conditions, products, and yield Procedure details: Preparation takes place in analogy to Example 81A from 50 mg (0.09 mmol) of benzyl((4S)-4-[(tert-butoxycarbonyl)amino]-5-{[(1S)-3-[(tert-butoxycarbonyl)amino]-1-(hydroxymethyl)propyl]amino}-5-oxopentyl)carbamate (Example 93A) in 50 ml of ethanol with the addition of 5 mg of palladium on activated carbon (10%). The product is reacted without further purification. The product is C(C)(C)(C)OC(=O)N[C@@H](CCCN)C(=O)N[C@@H](CCNC(=O)OC(C)(C)C)CO (N2-(tert-Butoxycarbonyl)-N-[(1S)-3-[(tert-butoxycarbonyl)amino]-1-(hydroxymethyl)propyl]-L-ornithinamide). As a reaction SMILES: C(OC(=O)[NH:10][CH2:11][CH2:12][CH2:13][C@H:14]([NH:31][C:32]([O:34][C:35]([CH3:38])([CH3:37])[CH3:36])=[O:33])[C:15]([NH:17][C@H:18]([CH2:29][OH:30])[CH2:19][CH2:20][NH:21][C:22]([O:24][C:25]([CH3:28])([CH3:27])[CH3:26])=[O:23])=[O:16])C1C=CC=CC=1>C(O)C.[Pd]>[C:35]([O:34][C:32]([NH:31][C@H:14]([C:15]([NH:17][C@H:18]([CH2:29][OH:30])[CH2:19][CH2:20][NH:21][C:22]([O:24][C:25]([CH3:28])([CH3:27])[CH3:26])=[O:23])=[O:16])[CH2:13][CH2:12][CH2:11][NH2:10])=[O:33])([CH3:38])([CH3:37])[CH3:36]. Reactants: C(C1=CC=CC=C1)OC(NCCC[C@@H](C(=O)N[C@@H](CCNC(=O)OC(C)(C)C)CO)NC(=O)OC(C)(C)C)=O (Benzyl((4S)-4-[(tert-butoxycarbonyl)amino]-5-{[(1S)-3-[(tert-butoxycarbonyl)amino]-1-(hydroxymethyl)propyl]amino}-5-oxopentyl)carbamate). The reagents and catalysts are [Pd] (palladium on activated carbon). The solvent is C(C)O (ethanol). Starting materials: CC(=O)N1CCC(C(=O)Cl)CC1, CCN(C(C)C)C(C)C, ClC(Cl)Cl, NCCCN(C(=O)c1cccs1)c1nc(-c2cc3ccccc3o2)cs1. The product is CC(=O)N1CCC(C(=O)NCCCN(C(=O)c2cccs2)c2nc(-c3cc4ccccc4o3)cs2)CC1. RXN SMILES: [C:36]([CH3:37])(=[O:38])[N:39]1[CH2:40][CH2:41][CH:42]([C:43](=[O:44])[Cl:45])[CH2:46][CH2:47]1.[CH:27]([N:28]([CH2:29][CH3:30])[CH:31]([CH3:32])[CH3:33])([CH3:34])[CH3:35].[CH:48]([Cl:49])([Cl:50])[Cl:51].[NH2:1][CH2:2][CH2:3][CH2:4][N:5]([C:6](=[O:7])[c:8]1[s:9][cH:10][cH:11][cH:12]1)[c:13]1[s:14][cH:15][c:16](-[c:18]2[o:19][c:20]3[c:21]([cH:22]2)[cH:23][cH:24][cH:25][cH:26]3)[n:17]1>>[NH:1]([CH2:2][CH2:3][CH2:4][N:5]([C:6](=[O:7])[c:8]1[s:9][cH:10][cH:11][cH:12]1)[c:13]1[s:14][cH:15][c:16](-[c:18]2[o:19][c:20]3[c:21]([cH:22]2)[cH:23][cH:24][cH:25][cH:26]3)[n:17]1)[C:43]([CH:42]1[CH2:41][CH2:40][N:39]([C:36]([CH3:37])=[O:38])[CH2:47][CH2:46]1)=[O:44].